This data is from the Open Reaction Database (ORD), a public repository of structured organic reaction records. The task is: describe an organic reaction: reactants, conditions, products, and yield Starting materials: FC1=C(C=C(C=C1)F)C1=NC=C(C(=C1)NC1=C2C(=NC=C1)C=NN2)C (N-(2-(2,5-Difluorophenyl)-5-methylpyridin-4-yl)-1H-pyrazolo[4,3-b]pyridin-7-amine), N(=C=O)CC (Isocyanatoethane). Reagents/catalysts: N1=CC=CC=C1 (pyridine). The solvent is C(C)#N (acetonitrile). Conditions: temperature 75 celsius. Yields the product FC1=C(C=C(C=C1)F)C1=NC=C(C(=C1)NC1=C2C(=NC=C1)C=NN2C(=O)NCC)C (7-(2-(2,5-difluorophenyl)-5-methylpyridin-4-ylamino)-N-ethyl-1H-pyrazolo[4,3-b]pyridine-1-carboxamide). As a reaction SMILES: [F:1][C:2]1[CH:7]=[CH:6][C:5]([F:8])=[CH:4][C:3]=1[C:9]1[CH:14]=[C:13]([NH:15][C:16]2[CH:21]=[CH:20][N:19]=[C:18]3[CH:22]=[N:23][NH:24][C:17]=23)[C:12]([CH3:25])=[CH:11][N:10]=1.[N:26]([CH2:29][CH3:30])=[C:27]=[O:28]>C(#N)C.N1C=CC=CC=1>[F:1][C:2]1[CH:7]=[CH:6][C:5]([F:8])=[CH:4][C:3]=1[C:9]1[CH:14]=[C:13]([NH:15][C:16]2[CH:21]=[CH:20][N:19]=[C:18]3[CH:22]=[N:23][N:24]([C:27]([NH:26][CH2:29][CH3:30])=[O:28])[C:17]=23)[C:12]([CH3:25])=[CH:11][N:10]=1. Reported procedure: N-(2-(2,5-Difluorophenyl)-5-methylpyridin-4-yl)-1H-pyrazolo[4,3-b]pyridin-7-amine (106 mg, 0.314 mmol) was suspended in acetonitrile (3.1 mL). Isocyanatoethane (30.8 μl, 0.393 mmol) and 1 drop of pyridine were added and the mixture was heated at 75° C. for 2 hours. The mixture was cooled to give a solid which was collected by filtration to give the title compound. 1H NMR (400 MHz, DMSO-d6) δ ppm 1.20 (3H, t, J=7.07 Hz) 2.38 (3H, s) 3.34-3.45 (2H, m) 7.25-7.42 (3H, m) 7.76 (1H, ddd, J=9.47, 6.06,... Starting materials: [C-]#N, CN1CCCC1=O, O=[N+]([O-])c1c(Cl)ccc2ccncc12, N#C[Na], O. As a reaction SMILES: [C-:15]#[N:16].[CH3:17][N:18]1[CH2:19][CH2:20][CH2:21][C:22]1=[O:23].[Cl:1][c:2]1[cH:3][cH:4][c:5]2[cH:6][cH:7][n:8][cH:9][c:10]2[c:11]1[N+:12](=[O:13])[O-:14].[Na:24][C:25]#[N:26].[OH2:27]>>[c:2]1([C:17]#[N:18])[cH:3][cH:4][c:5]2[cH:6][cH:7][n:8][cH:9][c:10]2[c:11]1[N+:12](=[O:13])[O-:14]. The product is N#Cc1ccc2ccncc2c1[N+](=O)[O-]. The reactants are O1C(=CC=C1)C(=O)CN1C(C(CN(C2=C1C=C(C=C2)C)C(C(C)(C)C)=O)NC(=O)OC(C)(C)C)=O (1-(Furan-2-yl)carbonylmethyl-2-oxo-3-tert-butoxycarbonylamino-5-pivaloyl-8-methyl-1,3,4,5-tetrahydro-2H-1,5-benzodiazepine), Cl (hydrochloric acid). The solvent is C(C)O (ethanol). Run at temperature 50 celsius, time 1 hour. Product: O1C(=CC=C1)C(=O)CN1C(C(CN(C2=C1C=C(C=C2)C)C(C(C)(C)C)=O)N)=O (1-(furan-2-yl)carbonylmethyl-2-oxo-3-amino-5-pivaloyl-8-methyl-1,3,4,5-tetrahydro-2H-1,5-benzodiazepine). The yield is 47.0%. Reaction SMILES: [O:1]1[CH:5]=[CH:4][CH:3]=[C:2]1[C:6]([CH2:8][N:9]1[C:15]2[CH:16]=[C:17]([CH3:20])[CH:18]=[CH:19][C:14]=2[N:13]([C:21](=[O:26])[C:22]([CH3:25])([CH3:24])[CH3:23])[CH2:12][CH:11]([NH:27]C(OC(C)(C)C)=O)[C:10]1=[O:35])=[O:7].Cl>C(O)C>[O:1]1[CH:5]=[CH:4][CH:3]=[C:2]1[C:6]([CH2:8][N:9]1[C:15]2[CH:16]=[C:17]([CH3:20])[CH:18]=[CH:19][C:14]=2[N:13]([C:21](=[O:26])[C:22]([CH3:23])([CH3:24])[CH3:25])[CH2:12][CH:11]([NH2:27])[C:10]1=[O:35])=[O:7]. Procedure details: 1-(Furan-2-yl)carbonylmethyl-2-oxo-3-tert-butoxycarbonylamino-5-pivaloyl-8-methyl-1,3,4,5-tetrahydro-2H-1,5-benzodiazepine (1.00 g) was suspended in ethanol (10 ml), concentrated hydrochloric acid (2 ml) was added, and the mixture was stirred for one hour at 50° C. The reaction mixture was concentrated under reduced pressure, the residue was dissolved in etheyl acetate, successively washed with saturated aqueous sodium bicarbonate and saturated brine, and dried over anhydrous magnesium sulfate. ... Starting materials: C1CCNCC1, Cc1cc(C)c(C=O)[nH]1, COc1cccc(-c2cccc3c2CC(=O)N3)c1, CCO. The product is COc1cccc(-c2cccc3c2C(=Cc2[nH]c(C)cc2C)C(=O)N3)c1. Reaction SMILES: [CH2:28]1[CH2:29][CH2:30][NH:31][CH2:32][CH2:33]1.[CH3:19][c:20]1[c:21]([CH:26]=[O:27])[nH:22][c:23]([CH3:25])[cH:24]1.[CH3:1][O:2][c:3]1[cH:4][c:5](-[c:9]2[c:10]3[c:14]([cH:15][cH:16][cH:17]2)[NH:13][C:12](=[O:18])[CH2:11]3)[cH:6][cH:7][cH:8]1.[CH3:34][CH2:35][OH:36]>>[CH3:1][O:2][c:3]1[cH:4][c:5](-[c:9]2[c:10]3[c:14]([cH:15][cH:16][cH:17]2)[NH:13][C:12](=[O:18])[C:11]3=[CH:26][c:21]2[c:20]([CH3:19])[cH:24][c:23]([CH3:25])[nH:22]2)[cH:6][cH:7][cH:8]1.